From a dataset of the Open Reaction Database (ORD), a public repository of structured organic reaction records. describe an organic reaction: reactants, conditions, products, and yield Reactants: O=C([O-])[O-], CC(C)c1cnn(-c2c(Cl)cccc2Cl)c1CO, [Cs+], [Cs+], Cc1cc(F)ccc1C#N, CN(C)C=O. The product is Cc1cc(OCc2c(C(C)C)cnn2-c2c(Cl)cccc2Cl)ccc1C#N. Reaction SMILES: [C:29](=[O:30])([O-:31])[O-:32].[Cl:1][c:2]1[c:3](-[n:9]2[n:10][cH:11][c:12]([CH:16]([CH3:17])[CH3:18])[c:13]2[CH2:14][OH:15])[c:4]([Cl:8])[cH:5][cH:6][cH:7]1.[Cs+:33].[Cs+:34].[F:19][c:20]1[cH:21][c:22]([CH3:28])[c:23]([C:24]#[N:25])[cH:26][cH:27]1.[O:35]=[CH:36][N:37]([CH3:38])[CH3:39]>>[Cl:1][c:2]1[c:3](-[n:9]2[n:10][cH:11][c:12]([CH:16]([CH3:17])[CH3:18])[c:13]2[CH2:14][O:15][c:20]2[cH:21][c:22]([CH3:28])[c:23]([C:24]#[N:25])[cH:26][cH:27]2)[c:4]([Cl:8])[cH:5][cH:6][cH:7]1.